This data is from the Open Reaction Database (ORD), a public repository of structured organic reaction records. The task is: describe an organic reaction: reactants, conditions, products, and yield The reactants are CC(C)C1CN(Cc2ccccc2)CCC1O, CO, [H][H], [OH-], [OH-], [Pd+2]. Product: CC(C)C1CNCCC1O. As a reaction SMILES: [CH2:1]([c:2]1[cH:3][cH:4][cH:5][cH:6][cH:7]1)[N:8]1[CH2:9][CH:10]([CH:15]([CH3:16])[CH3:17])[CH:11]([OH:14])[CH2:12][CH2:13]1.[CH3:18][OH:19].[H:20][H:21].[OH-:22].[OH-:24].[Pd+2:23]>>[NH:8]1[CH2:9][CH:10]([CH:15]([CH3:16])[CH3:17])[CH:11]([OH:14])[CH2:12][CH2:13]1. The reactants are O=C([O-])[O-], Nc1ccc2c(c1)OCO2, COC(=O)c1cccc(I)c1C(=O)OC, Cc1ccccc1, ClCCl, [Cs+], [Cs+], O=C(C=Cc1ccccc1)C=Cc1ccccc1, O=C(C=Cc1ccccc1)C=Cc1ccccc1, O=C(C=Cc1ccccc1)C=Cc1ccccc1, [Pd], [Pd]. Product: COC(=O)c1cccc(Nc2ccc3c(c2)OCO3)c1C(=O)OC. RXN SMILES: [C:26](=[O:27])([O-:28])[O-:29].[CH2:16]1[O:17][c:18]2[cH:19][c:20]([NH2:21])[cH:22][cH:23][c:24]2[O:25]1.[CH3:1][O:2][C:3]([c:4]1[c:5]([C:6](=[O:7])[O:8][CH3:9])[c:10]([I:14])[cH:11][cH:12][cH:13]1)=[O:15].[CH3:32][c:33]1[cH:34][cH:35][cH:36][cH:37][cH:38]1.[Cl:39][CH2:40][Cl:41].[Cs+:30].[Cs+:31].[O:44]=[C:45]([CH:46]=[CH:47][c:48]1[cH:49][cH:50][cH:51][cH:52][cH:53]1)[CH:54]=[CH:55][c:56]1[cH:57][cH:58][cH:59][cH:60][cH:61]1.[O:62]=[C:63]([CH:64]=[CH:65][c:66]1[cH:67][cH:68][cH:69][cH:70][cH:71]1)[CH:72]=[CH:73][c:74]1[cH:75][cH:76][cH:77][cH:78][cH:79]1.[O:80]=[C:81]([CH:82]=[CH:83][c:84]1[cH:85][cH:86][cH:87][cH:88][cH:89]1)[CH:90]=[CH:91][c:92]1[cH:93][cH:94][cH:95][cH:96][cH:97]1.[Pd:42].[Pd:43]>>[CH3:1][O:2][C:3]([c:4]1[c:5]([C:6](=[O:7])[O:8][CH3:9])[c:10]([NH:21][c:20]2[cH:19][c:18]3[c:24]([cH:23][cH:22]2)[O:25][CH2:16][O:17]3)[cH:11][cH:12][cH:13]1)=[O:15]. Starting materials: O1CCCC1 (tetrahydrofuran), [Cl-].[NH4+] (ammonium chloride), CC1=C(C(=O)O)C=CC=C1OC (2-methyl-3-methoxybenzoic acid), C[Mg]Br (methylmagnesium bromide). Reagents/catalysts: C/C(=C/C(=O)C)/O.C/C(=C/C(=O)C)/O.C/C(=C/C(=O)C)/O.[Fe] (iron (III) acetylacetonate). Run in S(=O)(Cl)Cl (thionyl chloride). Run at time 15 minute. Product: COC=1C(=C(C=CC1)C(C)=O)C (1-(3-Methoxy-2-methylphenyl)ethanone). RXN SMILES: [CH3:1][C:2]1[C:10]([O:11][CH3:12])=[CH:9][CH:8]=[CH:7][C:3]=1[C:4]([OH:6])=O.O1CCC[CH2:14]1.C[Mg]Br.[Cl-].[NH4+]>S(Cl)(Cl)=O.C/C(/O)=C/C(C)=O.C/C(/O)=C/C(C)=O.C/C(/O)=C/C(C)=O.[Fe]>[CH3:12][O:11][C:10]1[C:2]([CH3:1])=[C:3]([C:4](=[O:6])[CH3:14])[CH:7]=[CH:8][CH:9]=1 |f:3.4,6.7.8.9|. Procedure details: A solution of 2-methyl-3-methoxybenzoic acid (10.0 g, 60.2 mmol) in thionyl chloride (50 ml) was heated at reflux for 1 h and then cooled and concentrated in vacuo. To the residue was added tetrahydrofuran (100 ml) and iron (III) acetylacetonate (638 mg, 1.8 mmol) and the solution was cooled to −20° C., before addition of methylmagnesium bromide (3M in diethyl ether, 22.1 ml, 66.2 mmol). After stirring for 15 min, the mixture was poured into saturated aqueous ammonium chloride solution and extra... Starting materials: CC1(C2=C(C(=CC=C2)P(C3=CC=CC=C3)C4=CC=CC=C4)OC5=C(C=CC=C51)P(C6=CC=CC=C6)C7=CC=CC=C7)C (Xantphos), C1(CC1)N1N=C(C=C1)N (1-Cyclopropyl-1H-pyrazol-3-amine), BrC=1N(C(C(=NC1)Br)=O)C (2,5-dibromo-1-methylpyrazin-6-one), C([O-])([O-])=O.[Cs+].[Cs+] (cesium carbonate). The reagents and catalysts are C=1C=CC(=CC1)/C=C/C(=O)/C=C/C2=CC=CC=C2.C=1C=CC(=CC1)/C=C/C(=O)/C=C/C2=CC=CC=C2.C=1C=CC(=CC1)/C=C/C(=O)/C=C/C2=CC=CC=C2.[Pd].[Pd] (tris(dibenzylideneacetone)-dipalladium(0)). The solvent is C(C)(=O)OCC (ethyl acetate), O (water), O1CCOCC1 (1,4-dioxane). The product is BrC=1C=C(C(N(C1)C)=O)NC1=NN(C=C1)C1CC1 (5-Bromo-3-(1-cyclopropyl-1H-pyrazol-3-ylamino)-1-methylpyridin-2(1H)-one). Isolated yield 739.9%. RXN SMILES: [CH:1]1([N:4]2[CH:8]=[CH:7][C:6]([NH2:9])=[N:5]2)[CH2:3][CH2:2]1.BrC1[N:12]([CH3:19])[C:13](=O)[C:14]([Br:17])=NC=1.[C:20](=[O:23])([O-])[O-].[Cs+].[Cs+].[CH3:26][C:27]1(C)C2C(=C(P(C3C=CC=CC=3)C3C=CC=CC=3)C=CC=2)OC2C(P(C3C=CC=CC=3)C3C=CC=CC=3)=CC=CC1=2>C(OCC)(=O)C.O.C1C=CC(/C=C/C(/C=C/C2C=CC=CC=2)=O)=CC=1.C1C=CC(/C=C/C(/C=C/C2C=CC=CC=2)=O)=CC=1.C1C=CC(/C=C/C(/C=C/C2C=CC=CC=2)=O)=CC=1.[Pd].[Pd].O1CCOCC1>[Br:17][C:14]1[CH:26]=[C:27]([NH:9][C:6]2[CH:7]=[CH:8][N:4]([CH:1]3[CH2:3][CH2:2]3)[N:5]=2)[C:20](=[O:23])[N:12]([CH3:19])[CH:13]=1 |f:2.3.4,8.9.10.11.12|. Reported procedure: A 250-mL three-neck round-bottomed flask equipped with a reflux condenser, magnetic stirrer and nitrogen inlet was charged with 123b (444 mg, 3.61 mmol), 2,5-dibromo-1-methylpyrazin-6-one (1.06 g, 3.97 mmol), cesium carbonate (3.52 g, 10.8 mmol), and 1,4-dioxane (45 mL). After bubbling nitrogen through the resulting suspension for 30 min, Xantphos (177 mg, 0.306 mmol) and tris(dibenzylideneacetone)-dipalladium(0) (165 mg, 0.180 mmol) were added, and the reaction mixture was heated at reflux for ... The reactants are N1=CC=C(C=C1)C1=NNC2=CC=C(C=C12)C(=O)OC (Methyl 3-pyridin-4-yl-1H-indazole-5-carboxylate), [OH-].[K+] (KOH), CO (MeOH), O (water), [OH-].[K+] (KOH). The solvent is C1CCOC1 (THF). Reaction conditions: temperature 70 celsius, time 20 hour. The product is N1=CC=C(C=C1)C1=NNC2=CC=C(C=C12)C(=O)[O-].[K+] (potassium 3-(pyridin-4-yl)-1H-indazole-5-carboxylate). RXN SMILES: [N:1]1[CH:6]=[CH:5][C:4]([C:7]2[C:15]3[C:10](=[CH:11][CH:12]=[C:13]([C:16]([O:18]C)=[O:17])[CH:14]=3)[NH:9][N:8]=2)=[CH:3][CH:2]=1.[OH-].[K+:21].CO.O>C1COCC1>[N:1]1[CH:6]=[CH:5][C:4]([C:7]2[C:15]3[C:10](=[CH:11][CH:12]=[C:13]([C:16]([O-:18])=[O:17])[CH:14]=3)[NH:9][N:8]=2)=[CH:3][CH:2]=1.[K+:21] |f:1.2,6.7|. Reported procedure: Methyl 3-pyridin-4-yl-1H-indazole-5-carboxylate (305 mg, 1.204 mmol) and KOH (88 mg, 1.566 mmol) were stirred in THF (9 mL)/MeOH (1.5 mL)/water (1.5 mL) at 70° C. for 24 hours. Additional KOH (87 mg, 1.551 mmol) was added and stirring at 70° C. continued for 20 hours. Room temperature was attained and the solvent was removed in vacuo to give potassium 3-(pyridin-4-yl)-1H-indazole-5-carboxylate as a brown solid (˜67 wt %). Procedure details: Following the general procedure outlined in Example 225, the product of Example 48 (150 mg, 0.34 mmol) and cis-2-amino-1-cyclopentanecarboxamide (139 mg, 1.02 mmol) were reacted to give the crude material. Purification by flash chromatography eluting with EtOAc/hexane/triethylamine (50/50/2, v/v/v), followed by recrystallization from dichloromethane and hexane, afforded the desired product, 87 mg (52%). LC-MS: 494.0 (MEI+, m/z), 2.00 (Rt, min). Starting materials: FC1=C(C(=CC=C1)F)N1C(C=CC2=C1N=C(N=C2C2=C(C=C(C=C2)F)C)S(=O)(=O)C)=O (8-(2,6-difluoro-phenyl)-4-(4-fluoro-2-methyl-phenyl)-2-methane-sulfonyl-8H-pyrido[2,3-d]pyrimidin-7-one), N[C@@H]1[C@@H](CCC1)C(=O)N (cis-2-amino-1-cyclopentanecarboxamide). Yields the product FC1=C(C(=CC=C1)F)N1C(C=CC2=C1N=C(N=C2C2=C(C=C(C=C2)F)C)NC2C(CCC2)C(=O)N)=O ((1SR,2RS)-2-[8-(2,6-Difluoro-phenyl)-4-(4-fluoro-2-methyl-phenyl)-7-oxo-7,8-dihydro-pyrido[2,3-d]pyrimidin-2-ylamino]-cyclopentanecarboxylic acid amide). RXN SMILES: [F:1][C:2]1[CH:7]=[CH:6][CH:5]=[C:4]([F:8])[C:3]=1[N:9]1[C:14]2[N:15]=[C:16](S(C)(=O)=O)[N:17]=[C:18]([C:19]3[CH:24]=[CH:23][C:22]([F:25])=[CH:21][C:20]=3[CH3:26])[C:13]=2[CH:12]=[CH:11][C:10]1=[O:31].[NH2:32][C@H:33]1[CH2:37][CH2:36][CH2:35][C@H:34]1[C:38]([NH2:40])=[O:39]>>[F:1][C:2]1[CH:7]=[CH:6][CH:5]=[C:4]([F:8])[C:3]=1[N:9]1[C:14]2[N:15]=[C:16]([NH:32][CH:33]3[CH2:37][CH2:36][CH2:35][CH:34]3[C:38]([NH2:40])=[O:39])[N:17]=[C:18]([C:19]3[CH:24]=[CH:23][C:22]([F:25])=[CH:21][C:20]=3[CH3:26])[C:13]=2[CH:12]=[CH:11][C:10]1=[O:31]. The reactants are ClC=1C=NC=C(C1SC1=C(C=C(S1)C(=O)O)[N+](=O)[O-])Cl (5-[(3,5-dichloro-4-pyridyl)sulfanyl]-4-nitro-thiophene-2-carboxylic acid), COC=1C=C(N)C=CC1OC (3,4-dimethoxyaniline). The product is ClC=1C=NC=C(C1SC1=C(C=C(S1)C(=O)NC1=CC(=C(C=C1)OC)OC)[N+](=O)[O-])Cl (5-((3,5-dichloropyridin-4-yl)thio)-4-nitro-N-(3,4-dimethoxyphenyl)thiophene-2-carboxamide), solid. Isolated yield 12.0%. Reaction SMILES: [Cl:1][C:2]1[CH:3]=[N:4][CH:5]=[C:6]([Cl:20])[C:7]=1[S:8][C:9]1[S:13][C:12]([C:14]([OH:16])=O)=[CH:11][C:10]=1[N+:17]([O-:19])=[O:18].[CH3:21][O:22][C:23]1[CH:24]=[C:25]([CH:27]=[CH:28][C:29]=1[O:30][CH3:31])[NH2:26]>>[Cl:20][C:6]1[CH:5]=[N:4][CH:3]=[C:2]([Cl:1])[C:7]=1[S:8][C:9]1[S:13][C:12]([C:14]([NH:26][C:25]2[CH:27]=[CH:28][C:29]([O:30][CH3:31])=[C:23]([O:22][CH3:21])[CH:24]=2)=[O:16])=[CH:11][C:10]=1[N+:17]([O-:19])=[O:18]. Reported procedure: Prepared according to the procedure described for example 70 from 5-[(3,5-dichloro-4-pyridyl)sulfanyl]-4-nitro-thiophene-2-carboxylic acid (150 mg, 0.43 mmol) and 3,4-dimethoxyaniline (78.3 mg, 0.51 mmol). The title compound was obtained as a yellow solid (25.0 mg, 12% yield). 1H NMR (400 MHz, d6-DMSO) δ: 10.54 (1H, m), 9.00 (2H, m), 8.67 (1H, m), 7.30 (1H, m), 7.22 (1H, m), 6.94 (1H, m), 3.72 (6H, s). MS m/z: 484.24, 486.25 [M+H]+.